describe an organic reaction: reactants, conditions, products, and yield From a dataset of the Open Reaction Database (ORD), a public repository of structured organic reaction records. The reactants are C(C)(=O)OC1=CC=C2C(=C(C(C2=C1)=O)Br)C1=CC=CC=C1 (2-Bromo-1-oxo-3-phenyl-1H-inden-6-yl acetate), C(=O)([O-])[O-].[K+].[K+] (K2CO3). Solvent: CCOC(=O)C (EtOAc), CO (MeOH). Run at time 2 hour. Yields the product BrC=1C(C2=CC(=CC=C2C1C1=CC=CC=C1)O)=O (2-Bromo-6-hydroxy-3-phenyl-1H-inden-1-one). The yield is 92.5%. As a reaction SMILES: C([O:4][C:5]1[CH:13]=[C:12]2[C:8]([C:9]([C:16]3[CH:21]=[CH:20][CH:19]=[CH:18][CH:17]=3)=[C:10]([Br:15])[C:11]2=[O:14])=[CH:7][CH:6]=1)(=O)C.C([O-])([O-])=O.[K+].[K+]>CO.CCOC(C)=O>[Br:15][C:10]1[C:11](=[O:14])[C:12]2[C:8]([C:9]=1[C:16]1[CH:21]=[CH:20][CH:19]=[CH:18][CH:17]=1)=[CH:7][CH:6]=[C:5]([OH:4])[CH:13]=2 |f:1.2.3|. Procedure details: 2-Bromo-1-oxo-3-phenyl-1H-inden-6-yl acetate (24 g, 70.0 mmol) obtained in Step 4 was placed into a flask and dissolved in MeOH (350 mL). The solution was charged with K2CO3(11.64 g, 1.2 eq) and stirred at room temperature for 2 h. The reaction mixture was diluted with EtOAc and washed with a brine solution. The organic layer was dried over MgSO4 and concentrated in vacuo to give the desired product (19.5 g, 93%).